Dataset: the Open Reaction Database (ORD), a public repository of structured organic reaction records. Task: describe an organic reaction: reactants, conditions, products, and yield Reactants: ClC1=C(C(=O)N)C(=CC(=N1)C)NC(CC)CC (2-chloro-4-(1-ethyl-propylamino)-6-methyl-nicotinamide), CC1=C(C(=CC(=C1)Br)C)O (2,6-dimethyl-4-bromo-phenol), CC(C)(C)[O-].[K+] (t-BuOK). The solvent is CN1CCCC1=O (NMP). Run at temperature 160 celsius. Product: BrC1=CC(=C(OC2=C(C(=O)N)C(=CC(=N2)C)NC(CC)CC)C(=C1)C)C (2-(4-Bromo-2,6-dimethyl-phenoxy)-4-(1-ethyl-propylamino)-6-methyl-nicotinamide). As a reaction SMILES: Cl[C:2]1[N:10]=[C:9]([CH3:11])[CH:8]=[C:7]([NH:12][CH:13]([CH2:16][CH3:17])[CH2:14][CH3:15])[C:3]=1[C:4]([NH2:6])=[O:5].[CH3:18][C:19]1[CH:24]=[C:23]([Br:25])[CH:22]=[C:21]([CH3:26])[C:20]=1[OH:27].CC([O-])(C)C.[K+]>CN1C(=O)CCC1>[Br:25][C:23]1[CH:24]=[C:19]([CH3:18])[C:20]([O:27][C:2]2[N:10]=[C:9]([CH3:11])[CH:8]=[C:7]([NH:12][CH:13]([CH2:16][CH3:17])[CH2:14][CH3:15])[C:3]=2[C:4]([NH2:6])=[O:5])=[C:21]([CH3:26])[CH:22]=1 |f:2.3|. Procedure details: To a mixture of 2-chloro-4-(1-ethyl-propylamino)-6-methyl-nicotinamide and 2,6-dimethyl-4-bromo-phenol in NMP was added t-BuOK. The resulting mixture was heated in a 160° C. oil bath overnight. The mixture was quenched with water and extracted with ethyl acetate. The organic layer was separated, dried and concentrated, then purified through silica gel Biotage to give the title compound. 1H NMR(CDCl3) d 9.69(d,1H), 7.89(brs,1H), 7.20(s,2H), 6.13(s,1H), 5.5(brs,1H), 3.3(m,1H), 2.10(s,3H), 2.09(s,6...